From a dataset of the Open Reaction Database (ORD), a public repository of structured organic reaction records. describe an organic reaction: reactants, conditions, products, and yield Reactants: C[O-].[Na+] (Sodium methoxide), ClC1=NC(=C(C#N)C=C1)C (6-Chloro-2-methylnicotinonitrile). Run in CO (methanol). Product: COC1=NC(=C(C#N)C=C1)C (6-Methoxy-2-methylnicotinonitrile). Isolated yield 84.9%. Reaction SMILES: [CH3:1][O-:2].[Na+].Cl[C:5]1[CH:12]=[CH:11][C:8]([C:9]#[N:10])=[C:7]([CH3:13])[N:6]=1>CO>[CH3:1][O:2][C:5]1[CH:12]=[CH:11][C:8]([C:9]#[N:10])=[C:7]([CH3:13])[N:6]=1 |f:0.1|. Reported procedure: Sodium methoxide (20 g, 0.4 mol) was added to a solution of 6-chloro-2-methylnicotinonitrile (132, 10 g, 66 mmol) in methanol (150 mL), and the mixture was heated at reflux for 1.5 h and cooled to room temperature. The precipitate was removed by filtration, and the filtrate was concentrated to dryness. The crude solid was redissolved in chloroform; and the resulting solution was filtered through a layer of silica gel, washing with extra portions of chloroform. The combined filtrates were evapora...